Task: describe an organic reaction: reactants, conditions, products, and yield. Dataset: the Open Reaction Database (ORD), a public repository of structured organic reaction records Reactants: N1C(=NC=C1)[C@H](CC1=CC=CC=C1)NC(OC(C)(C)C)=O ((S)-tert-butyl 1-(1H-imidazol-2-yl)-2-phenylethylcarbamate), BrCC1=C(C=CC=C1)OC (1-(bromomethyl)-2-methoxybenzene), C(=O)([O-])[O-].[K+].[K+] (K2CO3). The reagents and catalysts are CCCC[N+](CCCC)(CCCC)CCCC.[I-] (TBAI). Run in CN(C)C=O (DMF). Conditions: temperature 90 celsius, time 1 hour. Yields the product COC1=C(CN2C(=NC=C2)[C@H](CC2=CC=CC=C2)NC(OC(C)(C)C)=O)C=CC=C1 ((S)-tert-butyl 1-(1-(2-methoxybenzyl)-1H-imidazol-2-yl)-2-phenylethylcarbamate). Reaction SMILES: [NH:1]1[CH:5]=[CH:4][N:3]=[C:2]1[C@@H:6]([NH:14][C:15](=[O:21])[O:16][C:17]([CH3:20])([CH3:19])[CH3:18])[CH2:7][C:8]1[CH:13]=[CH:12][CH:11]=[CH:10][CH:9]=1.Br[CH2:23][C:24]1[CH:29]=[CH:28][CH:27]=[CH:26][C:25]=1[O:30][CH3:31].C([O-])([O-])=O.[K+].[K+]>CN(C=O)C.CCCC[N+](CCCC)(CCCC)CCCC.[I-]>[CH3:31][O:30][C:25]1[CH:26]=[CH:27][CH:28]=[CH:29][C:24]=1[CH2:23][N:1]1[CH:5]=[CH:4][N:3]=[C:2]1[C@@H:6]([NH:14][C:15](=[O:21])[O:16][C:17]([CH3:18])([CH3:20])[CH3:19])[CH2:7][C:8]1[CH:13]=[CH:12][CH:11]=[CH:10][CH:9]=1 |f:2.3.4,6.7|. Procedure details: To (S)-tert-butyl 1-(1H-imidazol-2-yl)-2-phenylethylcarbamate (120 mg, 0.42 mmol) in DMF (1 mL) was added 1-(bromomethyl)-2-methoxybenzene (58 μL, 0.42 mmol), K2CO3 (70 mg, 0.5 mmol) and TBAI (5 mg) and heated to 90° C. After stirring for 1 hr and cooling to ambient temperature, the reaction was partitioned between EtOAc and H2O. The organics were separated, washed with saturated aqueous NaHCO3, and saturated aqueous NaCl. Solvents were removed in vacuo and the residue purified by column chromat... Starting materials: C1(CCCCC1)P(C1=C(C=CC=C1)C1=C(C=C(C=C1C(C)C)C(C)C)C(C)C)C1CCCCC1 (dicyclohexyl(2′,4′,6′-triisopropylbiphenyl-2-yl)phosphine), BrC=1C=NN2C1N=C(C=C2)N2C(OC[C@@H]2C2=C(C=CC=C2)OC)=O ((S)-3-(3-bromopyrazolo[1,5-a]pyrimidin-5-yl)-4-(2-methoxyphenyl)oxazolidin-2-one), FC1=C(C=CC(=C1)B1OC(C(O1)(C)C)(C)C)C1=NN(C=N1)COCC[Si](C)(C)C (3-(2-fluoro-4-(4,4,5,5-tetramethyl-1,3,2-dioxaborolan-2-yl)phenyl)-1-((2-(trimethylsilyl)ethoxy)methyl)-1H-1,2,4-triazole), C(=O)([O-])[O-].[Na+].[Na+] (Na2CO3). Reagents/catalysts: C=1C=CC(=CC1)/C=C/C(=O)/C=C/C2=CC=CC=C2.C=1C=CC(=CC1)/C=C/C(=O)/C=C/C2=CC=CC=C2.C=1C=CC(=CC1)/C=C/C(=O)/C=C/C2=CC=CC=C2.[Pd].[Pd] (Pd2 dba3). Run in O (H2O), O1CCOCC1 (dioxane). Conditions: temperature 80 celsius. Product: FC=1C=C(C=CC1C1=NN(C=N1)COCC[Si](C)(C)C)C=1C=NN2C1N=C(C=C2)N2C(OC[C@@H]2C2=C(C=CC=C2)OC)=O ((S)-3-(3-(3-fluoro-4-(1-((2-(trimethylsilyl)ethoxy)methyl)-1H-1,2,4-triazol-3-yl)phenyl)pyrazolo[1,5-a]pyrimidin-5-yl)-4-(2-methoxyphenyl)oxazolidin-2-one). Isolated yield 53.2%. Reaction SMILES: Br[C:2]1[CH:3]=[N:4][N:5]2[CH:10]=[CH:9][C:8]([N:11]3[C@@H:15]([C:16]4[CH:21]=[CH:20][CH:19]=[CH:18][C:17]=4[O:22][CH3:23])[CH2:14][O:13][C:12]3=[O:24])=[N:7][C:6]=12.[F:25][C:26]1[CH:31]=[C:30](B2OC(C)(C)C(C)(C)O2)[CH:29]=[CH:28][C:27]=1[C:41]1[N:45]=[CH:44][N:43]([CH2:46][O:47][CH2:48][CH2:49][Si:50]([CH3:53])([CH3:52])[CH3:51])[N:42]=1.C([O-])([O-])=O.[Na+].[Na+].C1(P(C2CCCCC2)C2C=CC=CC=2C2C(C(C)C)=CC(C(C)C)=CC=2C(C)C)CCCCC1>O.C1C=CC(/C=C/C(/C=C/C2C=CC=CC=2)=O)=CC=1.C1C=CC(/C=C/C(/C=C/C2C=CC=CC=2)=O)=CC=1.C1C=CC(/C=C/C(/C=C/C2C=CC=CC=2)=O)=CC=1.[Pd].[Pd].O1CCOCC1>[F:25][C:26]1[CH:31]=[C:30]([C:2]2[CH:3]=[N:4][N:5]3[CH:10]=[CH:9][C:8]([N:11]4[C@@H:15]([C:16]5[CH:21]=[CH:20][CH:19]=[CH:18][C:17]=5[O:22][CH3:23])[CH2:14][O:13][C:12]4=[O:24])=[N:7][C:6]=23)[CH:29]=[CH:28][C:27]=1[C:41]1[N:45]=[CH:44][N:43]([CH2:46][O:47][CH2:48][CH2:49][Si:50]([CH3:53])([CH3:52])[CH3:51])[N:42]=1 |f:2.3.4,7.8.9.10.11|. Reported procedure: To a round bottom flask were added (S)-3-(3-bromopyrazolo[1,5-a]pyrimidin-5-yl)-4-(2-methoxyphenyl)oxazolidin-2-one (0.103 g, 0.265 mmol), 3-(2-fluoro-4-(4,4,5,5-tetramethyl-1,3,2-dioxaborolan-2-yl)phenyl)-1-((2-(trimethylsilyl)ethoxy)methyl)-1H-1,2,4-triazole (0.144 g, 0.344 mmol), dioxane (2 mL) and 2.0 M Na2CO3 (0.40 mL, 0.80 mmol). The mixture was degassed by bubbling N2 through the solution. Pd2 dba3 (0.012 g, 0.013 mmol) and dicyclohexyl(2′,4′,6′-triisopropylbiphenyl-2-yl)phosphine (0.013 ...